This data is from the Open Reaction Database (ORD), a public repository of structured organic reaction records. The task is: describe an organic reaction: reactants, conditions, products, and yield The reactants are ClC1=CC=2CC3=C(N=C(S3)NC#N)C2C=C1 (6-chloro-8H-indeno[1,2-d]thiazol-2-yl-cyanamide), NC1=CC=CC=C1 (aniline). Solvent: C(C)O (ethanol). Product: ClC1=CC=2CC3=C(N=C(S3)NC(=N)NC3=CC=CC=C3)C2C=C1 (N-(6-Chloro-8H-indeno[1,2-d]thiazol-2-yl)-N′-phenylguanidine). Reaction SMILES: [Cl:1][C:2]1[CH:16]=[CH:15][C:14]2[C:7]3[N:8]=[C:9]([NH:11][C:12]#[N:13])[S:10][C:6]=3[CH2:5][C:4]=2[CH:3]=1.[NH2:17][C:18]1[CH:23]=[CH:22][CH:21]=[CH:20][CH:19]=1>C(O)C>[Cl:1][C:2]1[CH:16]=[CH:15][C:14]2[C:7]3[N:8]=[C:9]([NH:11][C:12]([NH:17][C:18]4[CH:23]=[CH:22][CH:21]=[CH:20][CH:19]=4)=[NH:13])[S:10][C:6]=3[CH2:5][C:4]=2[CH:3]=1. Procedure details: 0.26 g of 6-chloro-8H-indeno[1,2-d]thiazol-2-yl-cyanamide is suspended in 10 ml of ethanol at room temperature and, after addition of 0.1 of aniline, heated to reflux for 6 h. The reaction mixture is concentrated in vacuo, and the residue is purified by chromatography on silica gel with 5/1 dichloromethane/ethyl acetate. N-(6-Chloro-8H-indeno[1,2-d]thiazol-2-yl)-N′-phenylguanidine is obtained and melts with decomposition at 210° C.